Task: describe an organic reaction: reactants, conditions, products, and yield. Dataset: the Open Reaction Database (ORD), a public repository of structured organic reaction records Starting materials: CO[SiH](OC)OC (trimethoxysilane), C(C)(=O)O (acetic acid), COCOCCCCCCCCC=C (10-(methoxymethoxy)-1-decene), platinate chloride. Solvent: O1CCCC1 (tetrahydrofuran). Run at temperature 80 celsius, time 3 hour. Yields the product COCOCCCCCCCCCC[Si](OC)(OC)OC (10-(methoxymethoxy)decyltrimethoxysilane). Yield: 81.4%. RXN SMILES: [CH3:1][O:2][SiH:3]([O:6][CH3:7])[O:4][CH3:5].C(O)(=O)C.[CH3:12][O:13][CH2:14][O:15][CH2:16][CH2:17][CH2:18][CH2:19][CH2:20][CH2:21][CH2:22][CH2:23][CH:24]=[CH2:25]>O1CCCC1>[CH3:12][O:13][CH2:14][O:15][CH2:16][CH2:17][CH2:18][CH2:19][CH2:20][CH2:21][CH2:22][CH2:23][CH2:24][CH2:25][Si:3]([O:6][CH3:7])([O:4][CH3:5])[O:2][CH3:1]. Reported procedure: Under a nitrogen atmosphere, 64 g of trimethoxysilane and 0.57 g of acetic acid were dropped in a mixture of 100 g of 10-(methoxymethoxy)-1-decene and a catalytic amount of a solution of platinate chloride in tetrahydrofuran at 80° C. The reaction mixture was stirred at 80° C. for 3 hours, and distilled under reduced pressure to yield 131 g of an target compound.